The task is: describe an organic reaction: reactants, conditions, products, and yield. This data is from the Open Reaction Database (ORD), a public repository of structured organic reaction records. Reactants: C(C)OC(=O)N1C=C(C=2C1=NC=CC2)C2CCN(CC2)C(=O)OCC (3-(1-ethoxycarbonyl-piperidin-4-yl)-pyrrolo[2,3-b]pyridine-1-carboxylic acid ethyl ester), [OH-].[K+] (potassium hydroxide). Run in C(C)(C)O (isopropanol). The product is N1(CCCCC1)C1=CNC2=NC=CC=C21 (3-piperidinyl-1H-pyrrolo[2,3-b]pyridine). RXN SMILES: C(OC([N:6]1[C:10]2=[N:11][CH:12]=[CH:13][CH:14]=[C:9]2[C:8](C2CCN(C(OCC)=O)CC2)=[CH:7]1)=O)C.[OH-].[K+]>C(O)(C)C>[N:11]1([C:8]2[C:9]3[C:10](=[N:11][CH:12]=[CH:13][CH:14]=3)[NH:6][CH:7]=2)[CH2:12][CH2:13][CH2:14][CH2:9][CH2:10]1 |f:1.2|. Procedure: 14.67 g (42.0 mmol) of 3-(1-ethoxycarbonyl-piperidin-4-yl)-pyrrolo[2,3-b]pyridine-1-carboxylic acid ethyl ester were added to a solution of 40.32 g (720 mmol) of potassium hydroxide in 630 ml of isopropanol. The mixture was refluxed for 20 hours. The solvent was distilled off and cold water was added. This solution was acidified with concentrated hydrochloric acid and then basified with 8 N aqueous sodium hydroxide solution. This aqueous solution was extracted twice with ethyl acetate. The organ... Starting materials: C1CCOC1, C[Si](C)(C)[N-][Si](C)(C)C, CSc1cc(-c2cc(C(C)N3CCOCC3)cnc2F)nc(C)n1, CS(=O)(=O)Nc1cc(N)cnc1Cl, [Na+]. Yields the product CSc1cc(-c2cc(C(C)N3CCOCC3)cnc2Nc2cnc(Cl)c(NS(C)(=O)=O)c2)nc(C)n1. RXN SMILES: [CH2:48]1[O:49][CH2:50][CH2:51][CH2:52]1.[CH3:38][Si:39]([N-:40][Si:41]([CH3:42])([CH3:43])[CH3:44])([CH3:45])[CH3:46].[F:1][c:2]1[c:3](-[c:16]2[n:17][c:18]([CH3:24])[n:19][c:20]([S:22][CH3:23])[cH:21]2)[cH:4][c:5]([CH:8]([CH3:9])[N:10]2[CH2:11][CH2:12][O:13][CH2:14][CH2:15]2)[cH:6][n:7]1.[NH2:25][c:26]1[cH:27][c:28]([NH:33][S:34](=[O:35])(=[O:36])[CH3:37])[c:29]([Cl:32])[n:30][cH:31]1.[Na+:47]>>[c:2]1([NH:25][c:26]2[cH:27][c:28]([NH:33][S:34](=[O:35])(=[O:36])[CH3:37])[c:29]([Cl:32])[n:30][cH:31]2)[c:3](-[c:16]2[n:17][c:18]([CH3:24])[n:19][c:20]([S:22][CH3:23])[cH:21]2)[cH:4][c:5]([CH:8]([CH3:9])[N:10]2[CH2:11][CH2:12][O:13][CH2:14][CH2:15]2)[cH:6][n:7]1. Starting materials: CC1=CC(=O)C=2C=CC=CC2C1=O (menadione), COC1=C(C=C(C=C1)OC)CC(=O)O (2,5-dimethoxyphenylacetic acid). Yields the product COC1=C(CC=2C(C3C=CC=CC3C(C2C)=O)=O)C=C(C=C1)OC (2-(2,5-Dimethoxy-benzyl)-3-methyl-4a,8a-dihydro-[1,4]naphthoquinone). Yield: 80.0%. RXN SMILES: [CH3:1][C:2]1[C:12](=[O:13])[C:11]2[CH:10]=[CH:9][CH:8]=[CH:7][C:6]=2[C:4](=[O:5])[CH:3]=1.[CH3:14][O:15][C:16]1[CH:21]=[CH:20][C:19]([O:22][CH3:23])=[CH:18][C:17]=1[CH2:24]C(O)=O>>[CH3:14][O:15][C:16]1[CH:21]=[CH:20][C:19]([O:22][CH3:23])=[CH:18][C:17]=1[CH2:24][C:3]1[C:4](=[O:5])[CH:6]2[CH:11]([C:12](=[O:13])[C:2]=1[CH3:1])[CH:10]=[CH:9][CH:8]=[CH:7]2. Procedure details: As starting materials for the coupling reaction menadione and 2,5-dimethoxyphenylacetic acid were used. Synthesis is realized according to the general procedure described in general procedure of example 1. After chromatography on silica gel (petroleum ether:CH2Cl2=1:3, UV), 1.96 g (6.08 mmol, 80% yield) of P_TM60 were isolated as yellow solid. The reactants are CC(C)Oc1ccc(-c2nc(Br)ns2)cc1Cl, CCOC(=O)CN1CCC(Cc2cccc(B3OC(C)(C)C(C)(C)O3)c2CC)CC1, CN(C)C=O, CCOC(C)=O, [K+], [K+], [K+], O, O=P([O-])([O-])[O-], c1ccc(P(c2ccccc2)(c2ccccc2)[Pd](P(c2ccccc2)(c2ccccc2)c2ccccc2)(P(c2ccccc2)(c2ccccc2)c2ccccc2)P(c2ccccc2)(c2ccccc2)c2ccccc2)cc1. Product: CCOC(=O)CN1CCC(Cc2cccc(-c3nsc(-c4ccc(OC(C)C)c(Cl)c4)n3)c2CC)CC1. RXN SMILES: [Br:31][c:32]1[n:33][s:34][c:35](-[c:37]2[cH:38][c:39]([Cl:47])[c:40]([O:43][CH:44]([CH3:45])[CH3:46])[cH:41][cH:42]2)[n:36]1.[CH2:1]([CH3:2])[c:3]1[c:4]([CH2:18][CH:19]2[CH2:20][CH2:21][N:22]([CH2:25][C:26](=[O:27])[O:28][CH2:29][CH3:30])[CH2:23][CH2:24]2)[cH:5][cH:6][cH:7][c:8]1[B:9]1[O:10][C:11]([CH3:12])([CH3:13])[C:14]([CH3:15])([CH3:16])[O:17]1.[CH3:56][N:57]([CH3:58])[CH:59]=[O:60].[CH3:62][CH2:63][O:64][C:65](=[O:66])[CH3:67].[K+:53].[K+:54].[K+:55].[OH2:61].[P:48]([O-:49])([O-:50])([O-:51])=[O:52].[cH:68]1[cH:69][cH:70][c:71]([P:72]([Pd:73]([P:74]([c:75]2[cH:76][cH:77][cH:78][cH:79][cH:80]2)([c:81]2[cH:82][cH:83][cH:84][cH:85][cH:86]2)[c:87]2[cH:88][cH:89][cH:90][cH:91][cH:92]2)([P:93]([c:94]2[cH:95][cH:96][cH:97][cH:98][cH:99]2)([c:100]2[cH:101][cH:102][cH:103][cH:104][cH:105]2)[c:106]2[cH:107][cH:108][cH:109][cH:110][cH:111]2)[P:112]([c:113]2[cH:114][cH:115][cH:116][cH:117][cH:118]2)([c:119]2[cH:120][cH:121][cH:122][cH:123][cH:124]2)[c:125]2[cH:126][cH:127][cH:128][cH:129][cH:130]2)([c:131]2[cH:132][cH:133][cH:134][cH:135][cH:136]2)[c:137]2[cH:138][cH:139][cH:140][cH:141][cH:142]2)[cH:143][cH:144]1>>[CH2:1]([CH3:2])[c:3]1[c:4]([CH2:18][CH:19]2[CH2:20][CH2:21][N:22]([CH2:25][C:26](=[O:27])[O:28][CH2:29][CH3:30])[CH2:23][CH2:24]2)[cH:5][cH:6][cH:7][c:8]1-[c:32]1[n:33][s:34][c:35](-[c:37]2[cH:38][c:39]([Cl:47])[c:40]([O:43][CH:44]([CH3:45])[CH3:46])[cH:41][cH:42]2)[n:36]1. Reactants: CO (methanol), COC1=C(C=CC(=C1)OC(CC)C1=C(N=C(S1)C1=CC=C(C=C1)C(F)(F)F)C)C1=NOC(N1)=O (3-(2-methoxy-4-{1-[4-methyl-2-(4-trifluoromethyl-phenyl)-thiazol-5-yl]-propoxy}-phenyl)-4H-1,2,4-oxadiazol-5-one), solution, B(Br)(Br)Br (boron tribromide). The solvent is ClCCl (dichloromethane), ClCCl (dichloromethane). Reaction conditions: time 1 hour. The product is OC1=C(C=CC(=C1)OC(CC)C1=C(N=C(S1)C1=CC=C(C=C1)C(F)(F)F)C)C1=NOC(N1)=O (3-(2-hydroxy-4-{1-[4-methyl-2-(4-trifluoromethyl-phenyl)-thiazol-5-yl]-propoxy}-phenyl)-4H-1,2,4-oxadiazol-5-one). Isolated yield 16.7%. RXN SMILES: C[O:2][C:3]1[CH:8]=[C:7]([O:9][CH:10]([C:13]2[S:17][C:16]([C:18]3[CH:23]=[CH:22][C:21]([C:24]([F:27])([F:26])[F:25])=[CH:20][CH:19]=3)=[N:15][C:14]=2[CH3:28])[CH2:11][CH3:12])[CH:6]=[CH:5][C:4]=1[C:29]1[NH:33][C:32](=[O:34])[O:31][N:30]=1.B(Br)(Br)Br.CO>ClCCl>[OH:2][C:3]1[CH:8]=[C:7]([O:9][CH:10]([C:13]2[S:17][C:16]([C:18]3[CH:19]=[CH:20][C:21]([C:24]([F:26])([F:27])[F:25])=[CH:22][CH:23]=3)=[N:15][C:14]=2[CH3:28])[CH2:11][CH3:12])[CH:6]=[CH:5][C:4]=1[C:29]1[NH:33][C:32](=[O:34])[O:31][N:30]=1. Procedure: To a stirred solution of 136 mg of 3-(2-methoxy-4-{1-[4-methyl-2-(4-trifluoromethyl-phenyl)-thiazol-5-yl]-propoxy}-phenyl)-4H-1,2,4-oxadiazol-5-one in 5 mL of dichloromethane at −70° C. was added 0.6 mL of a 1 M solution of boron tribromide in dichloromethane. After 1 h at −60° C., the reaction mixture was poured into methanol and a saturated aqueous solution of NaHCO3 then extracted with dichloromethane. The combined organic layers were dried over magnesium sulfate, filtered and concentrated un... Starting materials: C1CCOC1, COC(=O)c1ccc(OCc2c(-c3ccccn3)noc2C)nc1, CO, Cl, [Li+], [OH-], O, O. The product is Cc1onc(-c2ccccn2)c1COc1ccc(C(=O)O)cn1. As a reaction SMILES: [CH2:29]1[O:30][CH2:31][CH2:32][CH2:33]1.[CH3:1][O:2][C:3]([c:4]1[cH:5][n:6][c:7]([O:10][CH2:11][c:12]2[c:13](-[c:18]3[n:19][cH:20][cH:21][cH:22][cH:23]3)[n:14][o:15][c:16]2[CH3:17])[cH:8][cH:9]1)=[O:24].[CH3:34][OH:35].[ClH:28].[Li+:27].[OH-:26].[OH2:25].[OH2:36]>>[O:2]=[C:3]([c:4]1[cH:5][n:6][c:7]([O:10][CH2:11][c:12]2[c:13](-[c:18]3[n:19][cH:20][cH:21][cH:22][cH:23]3)[n:14][o:15][c:16]2[CH3:17])[cH:8][cH:9]1)[OH:24].